This data is from the Open Reaction Database (ORD), a public repository of structured organic reaction records. The task is: describe an organic reaction: reactants, conditions, products, and yield Reactants: C(C)N1CC2=C(NC=3C=CC(=CC23)C)CC1 (2-ethyl-2,3,4,5-tetrahydro-8-methyl-1H-pyrido[4,3-b]indole), CC1=CC=C(C=C)C=C1 (4-methylstyrene), [H-].[Na+] (NaH). Run in CN(C)C=O (DMF). Yields the product C(C)N1CC2=C(N(C=3C=CC(=CC23)C)CCC2=CC=C(C=C2)C)CC1 (2-ethyl-2,3,4,5-tetrahydro-8-methyl-5-(4-methylphenethyl)-1H-pyrido[4,3-b]indole). The yield is 9.8%. Reaction SMILES: [CH2:1]([N:3]1[CH2:16][CH2:15][C:6]2[NH:7][C:8]3[CH:9]=[CH:10][C:11]([CH3:14])=[CH:12][C:13]=3[C:5]=2[CH2:4]1)[CH3:2].[CH3:17][C:18]1[CH:25]=[CH:24][C:21]([CH:22]=[CH2:23])=[CH:20][CH:19]=1.[H-].[Na+]>CN(C=O)C>[CH2:1]([N:3]1[CH2:16][CH2:15][C:6]2[N:7]([CH2:23][CH2:22][C:21]3[CH:24]=[CH:25][C:18]([CH3:17])=[CH:19][CH:20]=3)[C:8]3[CH:9]=[CH:10][C:11]([CH3:14])=[CH:12][C:13]=3[C:5]=2[CH2:4]1)[CH3:2] |f:2.3|. Reported procedure: The title compound was prepared according to General Method 2. 2-Ethyl-2,3,4,5-tetrahydro-8-methyl-5-(4-methylphenethyl)-1H-pyrido[4,3-b]indole was prepared from 2-ethyl-2,3,4,5-tetrahydro-8-methyl-1H-pyrido[4,3-b]indole (See Example 6) (100 mg, 0.4 mmol), 4-methylstyrene (1 mL, 7.6 mmol) and NaH (100 mg, 60% dispersion in oil, 2.5 mmol) in DMF (2 ml) at 180° C. for 24 h to obtain 13 mg of 2-ethyl-2,3,4,5-tetrahydro-8-methyl-5-(4-methylphenethyl)-1H-pyrido[4,3-b]indole after purification. The reactants are CC(C)(C)O, CSC, COS(=O)(=O)OC, O=C(CCc1ccc(Cl)cc1)C1(Cl)CC1, [K+], [OH-], OO. The product is Clc1ccc(CCC2(C3(Cl)CC3)CO2)cc1. As a reaction SMILES: [C:30]([OH:31])([CH3:32])([CH3:33])[CH3:34].[CH3:1][S:2][CH3:3].[CH3:4][O:5][S:6](=[O:7])(=[O:8])[O:9][CH3:10].[Cl:11][c:12]1[cH:13][cH:14][c:15]([CH2:18][CH2:19][C:20](=[O:21])[C:22]2([Cl:25])[CH2:23][CH2:24]2)[cH:16][cH:17]1.[K+:27].[OH-:26].[OH:28][OH:29]>>[O:9]1[CH2:10][C:20]1([CH2:19][CH2:18][c:15]1[cH:14][cH:13][c:12]([Cl:11])[cH:17][cH:16]1)[C:22]1([Cl:25])[CH2:23][CH2:24]1. The reactants are CC1(C2=C(OC1)C=C1C(CCC(C1=C2)(C)C)(C)C)C2=CC(=CS2)C(=O)OC (methyl [5-(3,5,5,8,8-pentamethyl-2,3,5,6,7,8-hexahydronaphtho[2,3-b]furan-3-yl)-thiophene-3-yl]carboxylate), [OH-].[Li+] (lithium hydroxide), CO (methanol), O (water). The solvent is C1CCOC1 (THF). Yields the product CC1(C2=C(OC1)C=C1C(CCC(C1=C2)(C)C)(C)C)C2=CC(=CS2)C(=O)O ([5-(3,5,5,8,8-pentamethyl-2,3,5,6,7,8-hexahydronaphtho[2,3-b]furan-3-yl)thiophene-3-yl]carboxylic acid). As a reaction SMILES: [CH3:1][C:2]1([C:19]2[S:23][CH:22]=[C:21]([C:24]([O:26]C)=[O:25])[CH:20]=2)[CH2:6][O:5][C:4]2[CH:7]=[C:8]3[C:13](=[CH:14][C:3]1=2)[C:12]([CH3:16])([CH3:15])[CH2:11][CH2:10][C:9]3([CH3:18])[CH3:17].[OH-].[Li+].CO.O>C1COCC1>[CH3:1][C:2]1([C:19]2[S:23][CH:22]=[C:21]([C:24]([OH:26])=[O:25])[CH:20]=2)[CH2:6][O:5][C:4]2[CH:7]=[C:8]3[C:13](=[CH:14][C:3]1=2)[C:12]([CH3:15])([CH3:16])[CH2:11][CH2:10][C:9]3([CH3:17])[CH3:18] |f:1.2|. Procedure: A mixture of methyl [5-(3,5,5,8,8-pentamethyl-2,3,5,6,7,8-hexahydronaphtho[2,3-b]furan-3-yl)-thiophene-3-yl]carboxylate (2.1 g, 5.4 mmol), lithium hydroxide (2g, 48 mmol), methanol (1 ml) and water (1 ml) in 30 ml of THF was heated under reflux for 6 h. After concentrating in a rotary evaporator under vacuum at 40° C., adding water, ethyl ether and acidifying with a concentrated hydrochloric acid solution to pH 1, the organic phase was washed twice with water, dried over magnesium sulfate and co... Starting materials: C(C1=CC=CC=C1)O[C@H]1C[C@H](C1)OS(=O)(=O)C (cis-3-benzyloxy-1-methanesulfonyloxycyclobutane), [I-].[Na+] (sodium iodide). Solvent: CC(=O)C (acetone), C(C)OCC (diethyl ether). Yields the product C(C1=CC=CC=C1)O[C@@H]1C[C@H](C1)I (trans-3-benzyloxy-1-iodocyclobutane). Yield: 86.0%. As a reaction SMILES: [CH2:1]([O:8][C@@H:9]1[CH2:12][C@H:11](OS(C)(=O)=O)[CH2:10]1)[C:2]1[CH:7]=[CH:6][CH:5]=[CH:4][CH:3]=1.[I-:18].[Na+]>CC(C)=O.C(OCC)C>[CH2:1]([O:8][C@H:9]1[CH2:12][C@H:11]([I:18])[CH2:10]1)[C:2]1[CH:7]=[CH:6][CH:5]=[CH:4][CH:3]=1 |f:1.2|. Reported procedure: A solution of cis-3-benzyloxy-1-methanesulfonyloxycyclobutane (1.25 g, 4.8 mmol) and sodium iodide (2.16 g, 14.4 mmol) in dry acetone (20 ml) was refluxed under nitrogen for 3.5 days. The mixture was cooled and diluted with diethyl ether (150 ml). The suspension was filtered and the filtrate was concentrated. The residue was dissolved in ethyl acetate and filtered through a plug of silica gel, eluting with ethyl acetate to give trans-3-benzyloxy-1-iodocyclobutane (1.19 g, 86%) as an orange oil; ... The reactants are Ice water, BrCCCCCN1C(C=2C(C1=O)=CC=CC2)=O (N-(5-bromopentyl)phthalimide), C1(=CC=CC=C1)C(OC1CCNCC1)C1=CC=CC=C1 (4-(diphenylmethoxy)piperidine), C([O-])([O-])=O.[K+].[K+] (potassium carbonate). Run in CN(C=O)C (N,N-dimethylformamide). Run at time 15 hour. Product: C1(=CC=CC=C1)C(OC1CCN(CC1)CCCCCN1C(C=2C(C1=O)=CC=CC2)=O)C2=CC=CC=C2 (N-[5-[4-(diphenylmethoxy)piperidino]pentyl]phthalimide). Yield: 87.5%. RXN SMILES: Br[CH2:2][CH2:3][CH2:4][CH2:5][CH2:6][N:7]1[C:11](=[O:12])[C:10]2=[CH:13][CH:14]=[CH:15][CH:16]=[C:9]2[C:8]1=[O:17].[C:18]1([CH:24]([C:32]2[CH:37]=[CH:36][CH:35]=[CH:34][CH:33]=2)[O:25][CH:26]2[CH2:31][CH2:30][NH:29][CH2:28][CH2:27]2)[CH:23]=[CH:22][CH:21]=[CH:20][CH:19]=1.C(=O)([O-])[O-].[K+].[K+]>CN(C)C=O>[C:32]1([CH:24]([C:18]2[CH:19]=[CH:20][CH:21]=[CH:22][CH:23]=2)[O:25][CH:26]2[CH2:31][CH2:30][N:29]([CH2:2][CH2:3][CH2:4][CH2:5][CH2:6][N:7]3[C:11](=[O:12])[C:10]4=[CH:13][CH:14]=[CH:15][CH:16]=[C:9]4[C:8]3=[O:17])[CH2:28][CH2:27]2)[CH:33]=[CH:34][CH:35]=[CH:36][CH:37]=1 |f:2.3.4|. Reported procedure: 3.70 g of potassium phthalimide was dissolved in 20 ml of N,N-dimethylformamide; 5.4 ml of 1,5-dichloropentane was added, followed by stirring at room temperature for 15 hours. Ice water was added to the reaction mixture, followed by extraction with ethyl acetate; the extract was washed with saline and dried with magnesium sulfate. The dry product was concentrated under reduced pressure; the residue was subjected to silica gel column chromatography and eluted with hexane-ethyl acetate (4:1). The... Reported procedure: Pyridinium dichromate (0.25 g, 0.67 mmol ) was added to a solution of 5-Fluoro-4-methoxy-4′-trifluoromethyl-biphenyl-3-carbaldehyde (0.2 g, 0.67 mmol) DMF (2 mL) and stirred for 12 h, to complete the reaction more pyridinium dichromate (0.2 g , 0.53 mmol) was added and stirred for 12 h. The reaction mixture was diluted with water (5 mL) and extracted with EtOAc(10 mL). Solvent was removed under reduced pressure to get 5-Fluoro-4-methoxy-4′-trifluoromethyl-biphenyl-3-carboxylic acid (0.12 g). RXN SMILES: [Cr](O[Cr]([O-])(=O)=O)([O-])(=O)=[O:2].[NH+]1C=CC=CC=1.[NH+]1C=CC=CC=1.[F:22][C:23]1[C:24]([O:41][CH3:42])=[C:25]([CH:39]=[O:40])[CH:26]=[C:27]([C:29]2[CH:34]=[CH:33][C:32]([C:35]([F:38])([F:37])[F:36])=[CH:31][CH:30]=2)[CH:28]=1>O>[F:22][C:23]1[C:24]([O:41][CH3:42])=[C:25]([C:39]([OH:2])=[O:40])[CH:26]=[C:27]([C:29]2[CH:34]=[CH:33][C:32]([C:35]([F:38])([F:37])[F:36])=[CH:31][CH:30]=2)[CH:28]=1 |f:0.1.2|. The yield is 57.0%. The solvent is O (water). Yields the product FC=1C(=C(C=C(C1)C1=CC=C(C=C1)C(F)(F)F)C(=O)O)OC (5-Fluoro-4-methoxy-4′-trifluoromethyl-biphenyl-3-carboxylic acid). Reactants: [Cr](=O)(=O)([O-])O[Cr](=O)(=O)[O-].[NH+]1=CC=CC=C1.[NH+]1=CC=CC=C1 (Pyridinium dichromate), FC=1C(=C(C=C(C1)C1=CC=C(C=C1)C(F)(F)F)C=O)OC (5-Fluoro-4-methoxy-4′-trifluoromethyl-biphenyl-3-carbaldehyde), [Cr](=O)(=O)([O-])O[Cr](=O)(=O)[O-].[NH+]1=CC=CC=C1.[NH+]1=CC=CC=C1 (pyridinium dichromate). Reaction conditions: time 12 hour.